describe an organic reaction: reactants, conditions, products, and yield From a dataset of the Open Reaction Database (ORD), a public repository of structured organic reaction records. Starting materials: ClC=1C=C(C=CC1)C1=CC=CC(=N1)C(=O)O (6-(3-chlorophenyl)-2-pyridinecarboxylic acid), CC(C)(C1=NOC=N1)N (1-methyl-1-[1,2,4]oxadiazol-3-yl-ethylamine). Product: CC(C)(C1=NOC=N1)NC(=O)C1=NC(=CC=C1)C1=CC(=CC=C1)Cl (6-(3-Chloro-phenyl)-pyridine-2-carboxylic acid (1-methyl-1-[1,2,4]oxadiazol-3-yl-ethyl)-amide). Reaction SMILES: [Cl:1][C:2]1[CH:3]=[C:4]([C:8]2[N:13]=[C:12]([C:14]([OH:16])=O)[CH:11]=[CH:10][CH:9]=2)[CH:5]=[CH:6][CH:7]=1.[CH3:17][C:18]([NH2:25])([C:20]1[N:24]=[CH:23][O:22][N:21]=1)[CH3:19]>>[CH3:17][C:18]([NH:25][C:14]([C:12]1[CH:11]=[CH:10][CH:9]=[C:8]([C:4]2[CH:5]=[CH:6][CH:7]=[C:2]([Cl:1])[CH:3]=2)[N:13]=1)=[O:16])([C:20]1[N:24]=[CH:23][O:22][N:21]=1)[CH3:19]. Reported procedure: The title compound was synthesized in analogy to Example 1, using 6-(3-chlorophenyl)-2-pyridinecarboxylic acid (CAN 863704-38-5) and 1-methyl-1-[1,2,4]oxadiazol-3-yl-ethylamine (CAN 1153757-41-5) as starting materials, MS (EI): m/e=343.1 [M+H]+. Starting materials: C(C)(=O)O (acetic acid), C(#N)[BH3-].[Na+] (sodium cyanoborohydride), NC1=CC=C(C=C1)C(C(F)(F)F)(C(F)(F)F)O (2-(4-Aminophenyl)-1,1,1,3,3,3-hexafluoropropan-2-ol), C(CC(=O)C)(=O)OCC (ethyl acetoacetate). The solvent is CO (methanol). Reaction conditions: time 18 hour. Isolated yield 186.1%. Procedure: The product from step 1 (500 mg, 1.9 mmol) and ethyl acetoacetate (0.27 mL, 2.1 mmol) were combined and dissolved in methanol (10 mL) at ambient temperature. To this solution was added glacial acetic acid (0.13 mL, 2.1 mmol) followed by sodium cyanoborohydride (194 mg, 3.1 mmol). After stirring 18 h, the solution was concentrated in vacuo and the resultant oil dissolved in ethyl acetate. The organics were washed with brine, dried over MgSO4, and concentrated. Purification by reverse phase HPLC u... RXN SMILES: [NH2:1][C:2]1[CH:7]=[CH:6][C:5]([C:8]([OH:17])([C:13]([F:16])([F:15])[F:14])[C:9]([F:12])([F:11])[F:10])=[CH:4][CH:3]=1.[C:18]([O:24][CH2:25][CH3:26])(=[O:23])[CH2:19][C:20]([CH3:22])=[O:21].C(O)(=O)C.C([BH3-])#N.[Na+]>CO>[OH2:17].[C:8]([OH:17])([C:13]([F:16])([F:15])[F:14])=[O:21].[F:16][C:13]([F:14])([F:15])[C:8]([C:5]1[CH:4]=[CH:3][C:2]([NH:1][CH:20]([CH3:22])[CH2:19][C:18]([O:24][CH2:25][CH3:26])=[O:23])=[CH:7][CH:6]=1)([OH:17])[C:9]([F:10])([F:11])[F:12] |f:3.4,6.7|. Yields the product O.C(=O)(C(F)(F)F)O (H2O TFA), FC(C(C(F)(F)F)(O)C1=CC=C(C=C1)NC(CC(=O)OCC)C)(F)F (Ethyl 3-({4-[2,2,2-trifluoro-1-hydroxy-1-(trifluoromethyl)ethyl]phenyl}amino)-butanoate). Reported procedure: 15.4 g potassium hydroxide was dissolved in 200 ml of deionized water, 62 g of 2,2,3,3,4,4,5,5-octafluorohexane-1,6-diol [prepared essentially as described by I.L. Knunyants, L. Chih-yan and V. V. Shokina, Advances in Chem. (Uspekhi Khimi) 32, Original 1502, Eng. Trans. 461-476 (1963); Translation RSIC-165 (Redstone Information Center)] was added, and the mixture was heated to 90° C. Over a period of one hour, 35.7 g of ethyl iodide was added with rapid stirring to the flask via an addition funn... Run at temperature 90 celsius, time 1 hour. The solvent is O (water). The product is C(C)OCC(C(C(C(CO)(F)F)(F)F)(F)F)(F)F (6-ethoxy-2,2,3,3,4,4,5,5-octafluorohexanol). The yield is 43.8%. Reactants: FC(CO)(C(C(C(CO)(F)F)(F)F)(F)F)F (2,2,3,3,4,4,5,5-octafluorohexane-1,6-diol), [OH-].[K+] (potassium hydroxide), C(C)I (ethyl iodide). RXN SMILES: [OH-].[K+].[F:3][C:4]([F:18])([C:7]([F:17])([F:16])[C:8]([F:15])([F:14])[C:9]([F:13])([F:12])[CH2:10][OH:11])[CH2:5][OH:6].[CH2:19](I)[CH3:20]>O>[CH2:19]([O:11][CH2:10][C:9]([F:12])([F:13])[C:8]([F:15])([F:14])[C:7]([F:16])([F:17])[C:4]([F:18])([F:3])[CH2:5][OH:6])[CH3:20] |f:0.1|. Isolated yield 33.8%. Reactants: ClC=1C=C(CN2C(=C(C=3C2=C(N=C(C3)C3=NN=NN3)N3CC2=CC=CC=C2CC3)C)C)C=CC1 (2-[1-(3-chlorobenzyl)-2,3-dimethyl-5-(1H-tetrazol-5-yl)-1H-pyrrolo[2,3-c]pyridin-7-yl]-1,2,3,4-tetrahydroisoquinoline), IC (Iodomethane), C([O-])([O-])=O.[K+].[K+] (potassium carbonate), CN(C=O)C (N,N-dimethylformamide). Reaction SMILES: [Cl:1][C:2]1[CH:3]=[C:4]([CH:32]=[CH:33][CH:34]=1)[CH2:5][N:6]1[C:10]2=[C:11]([N:20]3[CH2:29][CH2:28][C:27]4[C:22](=[CH:23][CH:24]=[CH:25][CH:26]=4)[CH2:21]3)[N:12]=[C:13]([C:15]3[NH:19][N:18]=[N:17][N:16]=3)[CH:14]=[C:9]2[C:8]([CH3:30])=[C:7]1[CH3:31].[C:35](=O)([O-])[O-].[K+].[K+].CN(C)C=O.IC>O>[Cl:1][C:2]1[CH:3]=[C:4]([CH:32]=[CH:33][CH:34]=1)[CH2:5][N:6]1[C:10]2=[C:11]([N:20]3[CH2:29][CH2:28][C:27]4[C:22](=[CH:23][CH:24]=[CH:25][CH:26]=4)[CH2:21]3)[N:12]=[C:13]([C:15]3[N:19]([CH3:35])[N:18]=[N:17][N:16]=3)[CH:14]=[C:9]2[C:8]([CH3:30])=[C:7]1[CH3:31] |f:1.2.3|. Procedure: 2-[1-(3-Chlorobenzyl)-2,3-dimethyl-5-(1H-tetrazol-5-yl)-1H-pyrrolo[2,3-c]pyridin-7-yl]-1,2,3,4-tetrahydroisoquinoline (50 mg, 0.11 mmol) prepared in Example 852 and potassium carbonate (22.1 mg, 0.16 mmol) were dripped into anhydrous N,N-dimethylformamide (1 ml). Iodomethane (10 t, 0.16 mmol) was added to the reaction mixture, which was then stirred overnight at room temperature. Water was added to the reaction mixture, which was then extracted with ethyl acetate. The organic layer was dried on ... Run in O (Water). Reaction conditions: time 8 hour. Yields the product ClC=1C=C(CN2C(=C(C=3C2=C(N=C(C3)C3=NN=NN3C)N3CC2=CC=CC=C2CC3)C)C)C=CC1 (2-[1-(3-chlorobenzyl)-2,3-dimethyl-5-(1-methyl-1H-tetrazol-5-yl)-1H-pyrrolo[2,3-c]pyridin-7-yl]-1,2,3,4-tetrahydroisoquinoline). The reactants are CCOP(C)C, CC=O, NC(N)=O, O=[PH3]. Yields the product CC(NC(N)=O)P(C)(C)=O. Reaction SMILES: [CH3:3][P:4]([O:5][CH2:6][CH3:7])[CH3:8].[CH:9]([CH3:10])=[O:11].[NH2:12][C:13]([NH2:14])=[O:15].[PH3:1]=[O:2]>>[CH3:3][P:4](=[O:5])([CH3:8])[CH:9]([CH3:10])[NH:12][C:13]([NH2:14])=[O:15]. The reactants are CO, C=CCC(O)c1ccncc1-c1ccc(C#N)c(OC)c1. The product is CCCC(O)c1ccncc1-c1ccc(C#N)c(OC)c1. Reaction SMILES: [CH3:22][OH:23].[OH:1][CH:2]([CH2:3][CH:4]=[CH2:5])[c:6]1[c:7](-[c:12]2[cH:13][c:14]([O:20][CH3:21])[c:15]([C:16]#[N:17])[cH:18][cH:19]2)[cH:8][n:9][cH:10][cH:11]1>>[OH:1][CH:2]([CH2:3][CH2:4][CH3:5])[c:6]1[c:7](-[c:12]2[cH:13][c:14]([O:20][CH3:21])[c:15]([C:16]#[N:17])[cH:18][cH:19]2)[cH:8][n:9][cH:10][cH:11]1.